Dataset: the Open Reaction Database (ORD), a public repository of structured organic reaction records. Task: describe an organic reaction: reactants, conditions, products, and yield The reactants are BrCc1ccccc1, C1CCOC1, [Li]CCCC, CC(C)[N-]C(C)C, COC(=O)C1CCN(C(=O)OC(C)(C)C)CC1, CC(C)N, CN(C)P(=O)(N(C)C)N(C)C, [Cl-], [Li+], [NH4+]. Yields the product COC(=O)C1(Cc2ccccc2)CCN(C(=O)OC(C)(C)C)CC1. Reaction SMILES: [Br:35][CH2:36][c:37]1[cH:38][cH:39][cH:40][cH:41][cH:42]1.[CH2:45]1[O:46][CH2:47][CH2:48][CH2:49]1.[CH2:5]([Li:6])[CH2:7][CH2:8][CH3:9].[CH3:11][CH:12]([N-:13][CH:14]([CH3:15])[CH3:16])[CH3:17].[CH3:18][O:19][C:20](=[O:21])[CH:22]1[CH2:23][CH2:24][N:25]([C:28](=[O:29])[O:30][C:31]([CH3:32])([CH3:33])[CH3:34])[CH2:26][CH2:27]1.[CH3:1][CH:2]([NH2:3])[CH3:4].[CH3:50][N:51]([CH3:52])[P:53]([N:54]([CH3:55])[CH3:56])([N:57]([CH3:58])[CH3:59])=[O:60].[Cl-:43].[Li+:10].[NH4+:44]>>[CH3:18][O:19][C:20](=[O:21])[C:22]1([CH2:36][c:37]2[cH:38][cH:39][cH:40][cH:41][cH:42]2)[CH2:23][CH2:24][N:25]([C:28](=[O:29])[O:30][C:31]([CH3:32])([CH3:33])[CH3:34])[CH2:26][CH2:27]1. The reactants are ClCCl, CS(=O)(=O)Cl, COc1ccc(O)c(N)c1, c1ccncc1. The product is COc1ccc(O)c(NS(C)(=O)=O)c1. RXN SMILES: [CH2:22]([Cl:23])[Cl:24].[CH3:17][S:18]([Cl:19])(=[O:20])=[O:21].[NH2:1][c:2]1[c:3]([OH:10])[cH:4][cH:5][c:6]([O:8][CH3:9])[cH:7]1.[cH:11]1[cH:12][cH:13][n:14][cH:15][cH:16]1>>[NH:1]([c:2]1[c:3]([OH:10])[cH:4][cH:5][c:6]([O:8][CH3:9])[cH:7]1)[S:18]([CH3:17])(=[O:20])=[O:21]. Reactants: BrC1=NN(C(=C1)C1=NC2=C(C(O1)=O)C=C(C=C2C)I)C2=NC=CC=C2Cl (2-[3-bromo-1-(3-chloro-2-pyridinyl)-1H-pyrazol-5-yl]-6-iodo-8-methyl-4H-3,1-benzoxazin-4-one), BrC1=NN(C(=C1)C1=NC2=C(C(O1)=O)C=C(C=C2C)I)C2=NC=CC=C2Cl (2-[3-bromo-1-(3-chloro-2-pyridinyl)-1H-pyrazol-5-yl]-6-iodo-8-methyl-4H-3,1-benzoxazin-4-one), tetrakis(triphenyphosphine)palladium(0), [Cu]C#N (copper(I) cyanide). The reagents and catalysts are [Cu]I (copper(I) iodide). Run in O1CCCC1 (tetrahydrofuran), C(C)(=O)OCC (ethyl acetate). Yields the product BrC1=NN(C(=C1)C1=NC2=C(C(O1)=O)C=C(C=C2C)C#N)C2=NC=CC=C2Cl (2-[3-bromo-1-(3-chloro-2-pyridinyl)-1H-pyrazol-5-yl]-6-cyano-8-methyl-4H-3,1-benzoxazin-4-one). Reaction SMILES: [Br:1][C:2]1[CH:6]=[C:5]([C:7]2[O:12][C:11](=[O:13])[C:10]3[CH:14]=[C:15](I)[CH:16]=[C:17]([CH3:18])[C:9]=3[N:8]=2)[N:4]([C:20]2[C:25]([Cl:26])=[CH:24][CH:23]=[CH:22][N:21]=2)[N:3]=1.[Cu][C:28]#[N:29]>O1CCCC1.C(OCC)(=O)C.[Cu]I>[Br:1][C:2]1[CH:6]=[C:5]([C:7]2[O:12][C:11](=[O:13])[C:10]3[CH:14]=[C:15]([C:28]#[N:29])[CH:16]=[C:17]([CH3:18])[C:9]=3[N:8]=2)[N:4]([C:20]2[C:25]([Cl:26])=[CH:24][CH:23]=[CH:22][N:21]=2)[N:3]=1. Procedure: To a solution of 2-[3-bromo-1-(3-chloro-2-pyridinyl)-1H-pyrazol-5-yl]-6-iodo-8-methyl-4H-3,1-benzoxazin-4-one (i.e. the benzoxazinone product of Step E) (600 mg, 1.1 mmol) in tetrahydrofuran (15 mL) was added copper(I) iodide (126 mg, 0.66 mmol), tetrakis(triphenyphosphine)palladium(0) (382 mg, 0.33 mmol) and copper(I) cyanide (800 mg, 8.8 mmol) sequentially at room temperature. The reaction mixture was then heated at reflux overnight. The reaction turned black in color, at which point thin laye... Starting materials: ClCCl, CCO, [H][H], O=[N+]([O-])c1ccc(N2CCC3(CC2)OCCO3)cc1. The product is Nc1ccc(N2CCC3(CC2)OCCO3)cc1. Reaction SMILES: [CH2:22]([Cl:23])[Cl:24].[CH2:25]([OH:26])[CH3:27].[H:20][H:21].[N+:1]([O-:2])(=[O:3])[c:4]1[cH:5][cH:6][c:7]([N:10]2[CH2:11][CH2:12][C:13]3([O:14][CH2:15][CH2:16][O:17]3)[CH2:18][CH2:19]2)[cH:8][cH:9]1>>[NH2:1][c:4]1[cH:5][cH:6][c:7]([N:10]2[CH2:11][CH2:12][C:13]3([O:14][CH2:15][CH2:16][O:17]3)[CH2:18][CH2:19]2)[cH:8][cH:9]1. Reactants: COc1ccc(C(=O)Nc2ccc(C(C)(C)C#N)cc2)cc1, CCO, Cl, [H][H], N. The product is COc1ccc(C(=O)Nc2ccc(C(C)(C)CN)cc2)cc1. Reaction SMILES: [C:1](#[N:2])[C:3]([CH3:4])([CH3:5])[c:6]1[cH:7][cH:8][c:9]([NH:12][C:13]([c:14]2[cH:15][cH:16][c:17]([O:20][CH3:21])[cH:18][cH:19]2)=[O:22])[cH:10][cH:11]1.[CH3:27][CH2:28][OH:29].[ClH:26].[H:23][H:24].[NH3:25]>>[CH2:1]([NH2:2])[C:3]([CH3:4])([CH3:5])[c:6]1[cH:7][cH:8][c:9]([NH:12][C:13]([c:14]2[cH:15][cH:16][c:17]([O:20][CH3:21])[cH:18][cH:19]2)=[O:22])[cH:10][cH:11]1. Reactants: ClC1=NC=CC(=C1)[N+](=O)[O-] (2-chloro-4-nitropyridine), NC1=CC=CC=C1 (aniline). The product is N(C1=CC=CC=C1)C1=CC=NC(=C1)Cl (4-Anilinyl-6-chloropyridine). The yield is 92.0%. Reaction SMILES: [Cl:1][C:2]1[CH:7]=[C:6]([N+:8]([O-])=O)[CH:5]=[CH:4][N:3]=1.N[C:12]1[CH:17]=[CH:16][CH:15]=[CH:14][CH:13]=1>>[NH:8]([C:6]1[CH:7]=[C:2]([Cl:1])[N:3]=[CH:4][CH:5]=1)[C:12]1[CH:17]=[CH:16][CH:15]=[CH:14][CH:13]=1. Procedure: The title compound (3.8 g) was prepared by the same procedure as the preparation 4 except for using 2-chloro-4-nitropyridine (3.2 g) and aniline (5.7 g). Reactants: C1CCOC1, CO, COC(=O)CCCCCNCC(Cc1ccc(OCCOc2c(Cl)cc(C)cc2Cl)cc1)C(=O)N(Cc1cccc(Cl)c1Cl)C1CC1, [Na+], [OH-]. Yields the product Cc1cc(Cl)c(OCCOc2ccc(CC(CNCCCCCC(=O)O)C(=O)N(Cc3cccc(Cl)c3Cl)C3CC3)cc2)c(Cl)c1. As a reaction SMILES: [CH2:52]1[O:53][CH2:54][CH2:55][CH2:56]1.[CH3:48][OH:49].[CH:1]1([N:4]([C:5]([CH:6]([CH2:7][NH:8][CH2:9][CH2:10][CH2:11][CH2:12][CH2:13][C:14](=[O:15])[O:16][CH3:17])[CH2:18][c:19]2[cH:20][cH:21][c:22]([O:25][CH2:26][CH2:27][O:28][c:29]3[c:30]([Cl:37])[cH:31][c:32]([CH3:36])[cH:33][c:34]3[Cl:35])[cH:23][cH:24]2)=[O:38])[CH2:39][c:40]2[c:41]([Cl:47])[c:42]([Cl:46])[cH:43][cH:44][cH:45]2)[CH2:2][CH2:3]1.[Na+:51].[OH-:50]>>[CH:1]1([N:4]([C:5]([CH:6]([CH2:7][NH:8][CH2:9][CH2:10][CH2:11][CH2:12][CH2:13][C:14](=[O:15])[OH:16])[CH2:18][c:19]2[cH:20][cH:21][c:22]([O:25][CH2:26][CH2:27][O:28][c:29]3[c:30]([Cl:37])[cH:31][c:32]([CH3:36])[cH:33][c:34]3[Cl:35])[cH:23][cH:24]2)=[O:38])[CH2:39][c:40]2[c:41]([Cl:47])[c:42]([Cl:46])[cH:43][cH:44][cH:45]2)[CH2:2][CH2:3]1.